Dataset: the Open Reaction Database (ORD), a public repository of structured organic reaction records. Task: describe an organic reaction: reactants, conditions, products, and yield Reactants: C1(=CC=CC=C1)S(=O)(=O)N1C(=CC=2C1=NC=C(C2)F)C(CC2CCCC2)(O)C2=CC=C(C=C2)SC (1-(1-benzenesulfonyl-5-fluoro-1H-pyrrolo[2,3-b]pyridin-2-yl)-2-cyclopentyl-1-(4-methylsulfanyl-phenyl)-ethanol), I(=O)(=O)(=O)[O-].[Na+] (sodium metaperiodate). Run in CO (methanol), O (water). Reaction conditions: time 18 hour. Yields the product C1(=CC=CC=C1)S(=O)(=O)N1C(=CC=2C1=NC=C(C2)F)C(CC2CCCC2)(O)C2=CC=C(C=C2)S(=O)C (1-(1-benzenesulfonyl-5-fluoro-1H-pyrrolo[2,3-b]pyridin-2-yl)-2-cyclopentyl-1-(4-methaneylsulfinyl-phenyl)-ethanol). The yield is 96.8%. RXN SMILES: [C:1]1([S:7]([N:10]2[C:14]3=[N:15][CH:16]=[C:17]([F:19])[CH:18]=[C:13]3[CH:12]=[C:11]2[C:20]([C:28]2[CH:33]=[CH:32][C:31]([S:34][CH3:35])=[CH:30][CH:29]=2)([OH:27])[CH2:21][CH:22]2[CH2:26][CH2:25][CH2:24][CH2:23]2)(=[O:9])=[O:8])[CH:6]=[CH:5][CH:4]=[CH:3][CH:2]=1.I([O-])(=O)(=O)=[O:37].[Na+]>CO.O>[C:1]1([S:7]([N:10]2[C:14]3=[N:15][CH:16]=[C:17]([F:19])[CH:18]=[C:13]3[CH:12]=[C:11]2[C:20]([C:28]2[CH:29]=[CH:30][C:31]([S:34]([CH3:35])=[O:37])=[CH:32][CH:33]=2)([OH:27])[CH2:21][CH:22]2[CH2:26][CH2:25][CH2:24][CH2:23]2)(=[O:8])=[O:9])[CH:2]=[CH:3][CH:4]=[CH:5][CH:6]=1 |f:1.2|. Procedure details: To a stirred solution of 1-(1-benzenesulfonyl-5-fluoro-1H-pyrrolo[2,3-b]pyridin-2-yl)-2-cyclopentyl-1-(4-methylsulfanyl-phenyl)-ethanol (5 g, 10 mmol) in methanol (100 mL) and water (30 mL) was added sodium metaperiodate (4.3 g, 20 mmol) at room temperature. The resulting mixture was stirred at room temperature for 18 h, extracted with ethyl acetate, washed with brine, dried over anhydrous sodium sulfate. The solvent was evaporated in vacuo to give 1-(1-benzenesulfonyl-5-fluoro-1H-pyrrolo[2,3-b]... The reactants are Cl.NN1C=NC=C1 (1-aminoimidazole hydrochloride), OC1=C(C=C(C=O)C=C1C(C)(C)C)C(C)(C)C (4-hydroxy-3,5-di-tert.-butylbenzaldehyde). Solvent: C(C)O (ethanol). Reaction conditions: time 3 hour. The product is OC1=C(C=C(C=NN2C=NC=C2)C=C1C(C)(C)C)C(C)(C)C (1-(4-hydroxy-3,5-di-tert.-butylbenzylideneamino)imidazole). Reaction SMILES: Cl.[NH2:2][N:3]1[CH:7]=[CH:6][N:5]=[CH:4]1.[OH:8][C:9]1[C:16]([C:17]([CH3:20])([CH3:19])[CH3:18])=[CH:15][C:12]([CH:13]=O)=[CH:11][C:10]=1[C:21]([CH3:24])([CH3:23])[CH3:22]>C(O)C>[OH:8][C:9]1[C:16]([C:17]([CH3:19])([CH3:18])[CH3:20])=[CH:15][C:12]([CH:13]=[N:2][N:3]2[CH:7]=[CH:6][N:5]=[CH:4]2)=[CH:11][C:10]=1[C:21]([CH3:24])([CH3:23])[CH3:22] |f:0.1|. Reported procedure: 0.48 g of 1-aminoimidazole hydrochloride are suspended in 30 ml of ethanol, whereupon 0.93 g of 4-hydroxy-3,5-di-tert.-butylbenzaldehyde is added. The suspension is stirred at room temperature for 3 hours, whereby there results a clear solution which is evaporated in a vacuum. The residue is taken up in 15 ml of water, neutralized (pH=7) with ice-cold saturated sodium bicarbonate solution and extracted rapidly three times with 30 ml of methylene chloride each time. The combined organic phases ar... The reactants are CC(C)C[Al+]CC(C)C, C1CCOC1, [H-], CCOC(=O)C1CCCN(CCOc2ccccc2)C1. Yields the product O=CC1CCCN(CCOc2ccccc2)C1. RXN SMILES: [CH2:2]([Al+:3][CH2:4][CH:5]([CH3:6])[CH3:7])[CH:8]([CH3:9])[CH3:10].[CH2:31]1[O:32][CH2:33][CH2:34][CH2:35]1.[H-:1].[O:11]([c:12]1[cH:13][cH:14][cH:15][cH:16][cH:17]1)[CH2:18][CH2:19][N:20]1[CH2:21][CH:22]([C:26](=[O:27])[O:28][CH2:29][CH3:30])[CH2:23][CH2:24][CH2:25]1>>[O:11]([c:12]1[cH:13][cH:14][cH:15][cH:16][cH:17]1)[CH2:18][CH2:19][N:20]1[CH2:21][CH:22]([CH:26]=[O:27])[CH2:23][CH2:24][CH2:25]1. Starting materials: CC1=NN(C(=C1)C)CCCCCCCCCCCC (3,5-dimethyl-1-dodecyl-pyrazole), ClC1=CC=C(CBr)C=C1 (p-chlorobenzyl bromide). Product: [Br-].ClC1=CC=C(CN2[N+](=C(C=C2C)C)CCCCCCCCCCCC)C=C1 (2-(p-chlorobenzyl)-3,5-dimethyl-1-dodecyl-pyrazolium bromide). Reaction SMILES: [CH3:1][C:2]1[CH:6]=[C:5]([CH3:7])[N:4]([CH2:8][CH2:9][CH2:10][CH2:11][CH2:12][CH2:13][CH2:14][CH2:15][CH2:16][CH2:17][CH2:18][CH3:19])[N:3]=1.[Cl:20][C:21]1[CH:28]=[CH:27][C:24]([CH2:25][Br:26])=[CH:23][CH:22]=1>>[Br-:26].[Cl:20][C:21]1[CH:28]=[CH:27][C:24]([CH2:25][N:3]2[C:2]([CH3:1])=[CH:6][C:5]([CH3:7])=[N+:4]2[CH2:8][CH2:9][CH2:10][CH2:11][CH2:12][CH2:13][CH2:14][CH2:15][CH2:16][CH2:17][CH2:18][CH3:19])=[CH:23][CH:22]=1 |f:2.3|. Procedure: Reaction of 3,5-dimethyl-1-dodecyl-pyrazole with p-chlorobenzyl bromide yields 2-(p-chlorobenzyl)-3,5-dimethyl-1-dodecyl-pyrazolium bromide; m.p. 166.5°-167.5° C. Starting materials: CNCCC1=C(C=CC=C1)NS(=O)(=O)C (N-(2-(2-(methylamino)ethyl)phenyl)methanesulfonamide), C(C)(C)(C)OC(=O)N(C)[C@@H](C(=O)O)CC1=CC2=CC=CC=C2C=C1 ((2R)-2-(N-(tert-Butoxycarbonyl)-N-methylamino)-3-(2-naphthyl)propionic acid), ON1N=NC2=C1N=CC=C2 (1-hydroxy-7-azabenzotriazole), Cl.CN(CCCN=C=NCC)C (N-(3-Dimethylaminopropyl)-N'-ethylcarbodiimide hydrochloride), C(C)N(C(C)C)C(C)C (Ethyldiisopropylamine). The solvent is C(C)(=O)OCC (ethyl acetate), ClCCl (dichloromethane), CN(C=O)C (N,N-dimethylformamide). Conditions: temperature 0 celsius, time 15 minute. Product: C(C)(C)(C)OC(N(C)[C@H](CC1=CC2=CC=CC=C2C=C1)C(N(C)CCC1=C(C=CC=C1)NS(=O)(=O)C)=O)=O (N-((1R)-1-(N-(2-(2-(methylsulfonylamino)phenyl)ethyl)-N-methylcarbamoyl)-2-(2-naphthyl)ethyl)-N-methylcarbamic acid tert-butyl-ester). Isolated yield 33.6%. Reaction SMILES: [C:1]([O:5][C:6]([N:8]([C@H:10]([CH2:14][C:15]1[CH:24]=[CH:23][C:22]2[C:17](=[CH:18][CH:19]=[CH:20][CH:21]=2)[CH:16]=1)[C:11](O)=[O:12])[CH3:9])=[O:7])([CH3:4])([CH3:3])[CH3:2].ON1C2N=CC=CC=2N=N1.Cl.CN(C)CCCN=C=NCC.[CH3:47][NH:48][CH2:49][CH2:50][C:51]1[CH:56]=[CH:55][CH:54]=[CH:53][C:52]=1[NH:57][S:58]([CH3:61])(=[O:60])=[O:59].C(N(C(C)C)C(C)C)C>CN(C)C=O.ClCCl.C(OCC)(=O)C>[C:1]([O:5][C:6](=[O:7])[N:8]([C@@H:10]([C:11](=[O:12])[N:48]([CH2:49][CH2:50][C:51]1[CH:56]=[CH:55][CH:54]=[CH:53][C:52]=1[NH:57][S:58]([CH3:61])(=[O:60])=[O:59])[CH3:47])[CH2:14][C:15]1[CH:24]=[CH:23][C:22]2[C:17](=[CH:18][CH:19]=[CH:20][CH:21]=2)[CH:16]=1)[CH3:9])([CH3:2])([CH3:3])[CH3:4] |f:2.3|. Reported procedure: (2R)-2-(N-(tert-Butoxycarbonyl)-N-methylamino)-3-(2-naphthyl)propionic acid (444 mg, 1.35 mmol) and successively 1-hydroxy-7-azabenzotriazole (184 mg, 1.35 mmol) were dissolved in N,N-dimethylformamide (5 ml) and dichloromethane (7 ml). The solution was cooled to 0° C. N-(3-Dimethylaminopropyl)-N'-ethylcarbodiimide hydrochloride (259 mg, 1.35 mmol) was added. The reaction mixture was stirred for 15 min at 0° C. A solution of N-(2-(2-(methylamino)ethyl)phenyl)methanesulfonamide (308 mg, 1.35 mmol... Reactants: O=C(O)C(F)(F)F, CN1CCOc2cc(O)c(C3C(=O)N(Cc4ccc(C(F)(F)F)o4)c4ccccc43)cc21, COc1cc(O)c(C2C(=O)N(C(c3ccccc3)c3ccccc3)c3ccccc32)cc1C. Yields the product CN1CCOc2cc3c(cc21)C1(CO3)C(=O)N(Cc2ccc(C(F)(F)F)o2)c2ccccc21. As a reaction SMILES: [F:1][C:2]([F:3])([F:4])[C:5]([OH:6])=[O:7].[OH:8][c:9]1[cH:10][c:11]2[c:12]([cH:18][c:19]1[CH:20]1[C:21](=[O:39])[N:22]([CH2:29][c:30]3[o:31][c:32]([C:35]([F:36])([F:37])[F:38])[cH:33][cH:34]3)[c:23]3[cH:24][cH:25][cH:26][cH:27][c:28]31)[N:13]([CH3:17])[CH2:14][CH2:15][O:16]2.[c:40]1([CH:41]([c:42]2[cH:43][cH:44][cH:45][cH:46][cH:47]2)[N:48]2[c:49]3[c:50]([cH:51][cH:52][cH:53][cH:54]3)[CH:55]([c:56]3[cH:57][c:58]([CH3:59])[c:60]([O:61][CH3:62])[cH:63][c:64]3[OH:65])[C:66]2=[O:67])[cH:68][cH:69][cH:70][cH:71][cH:72]1>>[CH2:2]1[O:8][c:9]2[cH:10][c:11]3[c:12]([cH:18][c:19]2[C:20]12[C:21](=[O:39])[N:22]([CH2:29][c:30]1[o:31][c:32]([C:35]([F:36])([F:37])[F:38])[cH:33][cH:34]1)[c:23]1[cH:24][cH:25][cH:26][cH:27][c:28]12)[N:13]([CH3:17])[CH2:14][CH2:15][O:16]3. Reactants: CCCC(NC(C)C(=O)N1C(C(=O)O)CC2CCCCC21)C(=O)OCC, O=C(O)CCOc1no[n+]([O-])c1S(=O)(=O)c1ccccc1. Product: CCCC(NC(C)C(=O)N1C(C(=O)O)CC2CCCCC21)C(=O)OCC, O=C(O)CCOc1no[n+]([O-])c1S(=O)(=O)c1ccccc1. As a reaction SMILES: [CH:1]12[CH2:2][CH2:3][CH2:4][CH2:5][CH:6]1[N:7]([C:13](=[O:14])[CH:15]([CH3:16])[NH:17][CH:18]([CH2:19][CH2:20][CH3:21])[C:22](=[O:23])[O:24][CH2:25][CH3:26])[CH:8]([C:10]([OH:11])=[O:12])[CH2:9]2.[O-:27][n+:28]1[c:29]([S:39](=[O:40])(=[O:41])[c:42]2[cH:43][cH:44][cH:45][cH:46][cH:47]2)[c:30]([O:33][CH2:34][CH2:35][C:36](=[O:37])[OH:38])[n:31][o:32]1>>[CH:1]12[CH2:2][CH2:3][CH2:4][CH2:5][CH:6]1[N:7]([C:13](=[O:14])[CH:15]([CH3:16])[NH:17][CH:18]([CH2:19][CH2:20][CH3:21])[C:22](=[O:23])[O:24][CH2:25][CH3:26])[CH:8]([C:10](=[O:11])[OH:12])[CH2:9]2.[O-:27][n+:28]1[c:29]([S:39](=[O:40])(=[O:41])[c:42]2[cH:43][cH:44][cH:45][cH:46][cH:47]2)[c:30]([O:33][CH2:34][CH2:35][C:36](=[O:37])[OH:38])[n:31][o:32]1. The reactants are CN(C)CCCOc1ccc(NC(=O)C=Cc2ccccc2)cc1, Cl. Yields the product CN(C)CCCOc1ccc2c(c1)C(c1ccccc1)CC(=O)N2. Reaction SMILES: [CH3:1][N:2]([CH2:3][CH2:4][CH2:5][O:6][c:7]1[cH:8][cH:9][c:10]([NH:13][C:14]([CH:15]=[CH:16][c:17]2[cH:18][cH:19][cH:20][cH:21][cH:22]2)=[O:23])[cH:11][cH:12]1)[CH3:24].[ClH:25]>>[CH3:1][N:2]([CH2:3][CH2:4][CH2:5][O:6][c:7]1[cH:8][c:9]2[c:10]([cH:11][cH:12]1)[NH:13][C:14](=[O:23])[CH2:15][CH:16]2[c:17]1[cH:18][cH:19][cH:20][cH:21][cH:22]1)[CH3:24].